Dataset: the Open Reaction Database (ORD), a public repository of structured organic reaction records. Task: describe an organic reaction: reactants, conditions, products, and yield Product: O=C(O)C1CC(O)CN(C(=O)OCc2ccccc2)C1. Reactants: O=C(Cl)OCc1ccccc1, [Na+], [Na], [OH-], O=C(O)C1CNCC(O)C1. RXN SMILES: [Cl:12][C:13](=[O:14])[O:15][CH2:16][c:17]1[cH:18][cH:19][cH:20][cH:21][cH:22]1.[Na+:24].[Na:1].[OH-:23].[OH:2][CH:3]1[CH2:4][CH:5]([C:9](=[O:10])[OH:11])[CH2:6][NH:7][CH2:8]1>>[OH:2][CH:3]1[CH2:4][CH:5]([C:9](=[O:10])[OH:11])[CH2:6][N:7]([C:13](=[O:14])[O:15][CH2:16][c:17]2[cH:18][cH:19][cH:20][cH:21][cH:22]2)[CH2:8]1. Reactants: C(C(CO)(CO)N)O (Tris base), B(O)(O)O (boric acid), C(CN(CC(=O)O)CC(=O)O)N(CC(=O)O)CC(=O)O (EDTA). The product is B(O)(O)O.C(CN(CC(=O)O)CC(=O)O)N(CC(=O)O)CC(=O)O.C(C(CO)(CO)N)O (TBE buffer). RXN SMILES: [CH2:1]([OH:8])[C:2]([NH2:7])([CH2:5][OH:6])[CH2:3][OH:4].[B:9]([OH:12])([OH:11])[OH:10].[CH2:13]([N:24]([CH2:29][C:30]([OH:32])=[O:31])[CH2:25][C:26]([OH:28])=[O:27])[CH2:14][N:15]([CH2:20][C:21]([OH:23])=[O:22])[CH2:16][C:17]([OH:19])=[O:18]>>[B:9]([OH:12])([OH:11])[OH:10].[CH2:14]([N:15]([CH2:20][C:21]([OH:23])=[O:22])[CH2:16][C:17]([OH:19])=[O:18])[CH2:13][N:24]([CH2:29][C:30]([OH:32])=[O:31])[CH2:25][C:26]([OH:28])=[O:27].[CH2:1]([OH:8])[C:2]([NH2:7])([CH2:5][OH:6])[CH2:3][OH:4] |f:3.4.5|. Reported procedure: 0.089 M Tris base, 0.089 M boric acid, 0.002 M EDTA. Starting materials: [Br-].[Br-].[Br-].[NH+]1=CC=CC=C1.[NH+]1=CC=CC=C1.[NH+]1=CC=CC=C1 (pyridinium tribromide), ClC1=C2C(=NC=C1)NC=C2 (4-chloro-1H-pyrrolo[2,3-b]pyridine), CC(C)(C)O (t-BuOH), [Br-].[Br-].[Br-].[NH+]1=CC=CC=C1.[NH+]1=CC=CC=C1.[NH+]1=CC=CC=C1 (pyridinium tribromide), O (water), [Br-].[Br-].[Br-].[NH+]1=CC=CC=C1.[NH+]1=CC=CC=C1.[NH+]1=CC=CC=C1 (pyridinium tribromide). Run in CCOC(=O)C (EtOAc). Reaction conditions: time 2 hour. Yields the product BrC1(C(NC2=NC=CC(=C21)Cl)=O)Br (3,3-Dibromo-4-chloro-1H-pyrrolo[2,3-b]pyridin-2(3H)-one), crude product. RXN SMILES: [Cl:1][C:2]1[CH:7]=[CH:6][N:5]=[C:4]2[NH:8][CH:9]=[CH:10][C:3]=12.CC(O)(C)C.[Br-:16].[Br-:17].[Br-].[NH+]1C=CC=CC=1.[NH+]1C=CC=CC=1.[NH+]1C=CC=CC=1.[OH2:37]>CCOC(C)=O>[Br:16][C:10]1([Br:17])[C:3]2[C:4](=[N:5][CH:6]=[CH:7][C:2]=2[Cl:1])[NH:8][C:9]1=[O:37] |f:2.3.4.5.6.7|. Procedure: The title compound was prepared according to the procedure described in WO2001046196A1. To a stirred suspension of 4-chloro-1H-pyrrolo[2,3-b]pyridine (2.00 g, 13.1 mmol) in t-BuOH (131 ml, 13.1 mmol) was added pyridinium tribromide (14.1 g, 44.2 mmol) by small portions. The solution was stirred at rt for 2 h. After 3 h, LCMS showed product and mono brominated product. 5.00 g of pyridinium tribromide was added. After 1.5 h, LCMS showed mainly product and excess pyridinium tribromide. After anothe... Starting materials: CC(C)(C)C1=CC=C(C=C1C1=C(C=CC(=C1)OC)F)COC1=CC=C(C=C1)[C@@H](CC(=O)OC)CCCOC (Methyl (3R)-3-(4-(((6-(1,1-dimethylethyl)-2′-fluoro-5′-(methyloxy)-1,1′-biphenyl-3-yl)methyl)oxy)phenyl)-6-(methyloxy)hexanoate), [OH-].[Li+] (lithium hydroxide). Run in CO (MeOH). Run at time 16 hour. Product: CC(C)(C)C1=CC=C(C=C1C1=C(C=CC(=C1)OC)F)COC1=CC=C(C=C1)[C@@H](CC(=O)O)CCCOC ((3R)-3-(4-(((6-(1,1-Dimethylethyl)-2′-fluoro-5′-(methyloxy)-1,1′-biphenyl-3-yl)methyl)oxy)phenyl)-6-(methyloxy)hexanoic acid). As a reaction SMILES: [CH3:1][C:2]([C:5]1[C:10]([C:11]2[CH:16]=[C:15]([O:17][CH3:18])[CH:14]=[CH:13][C:12]=2[F:19])=[CH:9][C:8]([CH2:20][O:21][C:22]2[CH:27]=[CH:26][C:25]([C@H:28]([CH2:34][CH2:35][CH2:36][O:37][CH3:38])[CH2:29][C:30]([O:32]C)=[O:31])=[CH:24][CH:23]=2)=[CH:7][CH:6]=1)([CH3:4])[CH3:3].[OH-].[Li+]>CO>[CH3:4][C:2]([C:5]1[C:10]([C:11]2[CH:16]=[C:15]([O:17][CH3:18])[CH:14]=[CH:13][C:12]=2[F:19])=[CH:9][C:8]([CH2:20][O:21][C:22]2[CH:23]=[CH:24][C:25]([C@H:28]([CH2:34][CH2:35][CH2:36][O:37][CH3:38])[CH2:29][C:30]([OH:32])=[O:31])=[CH:26][CH:27]=2)=[CH:7][CH:6]=1)([CH3:1])[CH3:3] |f:1.2|. Reported procedure: A reaction mixture of 43.2 (32.0 mg, 61 μmol) and lithium hydroxide (0.2 mL, 3.33M in water) in MeOH (1.0 mL) was stirred at ambient temperature for 16 hours. The reaction mixture was purified by HPLC (reverse phase) to give the title compound 43. 1H NMR (400 MHz, CD3CN) δ ppm 1.16 (s, 9H) 1.19-1.36 (m, 1H) 1.45-1.67 (m, 1H) 2.45 (d, J=8.61 Hz, 1H) 2.53 (d, J=6.65 Hz, 1H) 3.14 (s, 3H) 3.20 (t, J=6.46 Hz, 2H) 3.72 (s, 3H) 4.97 (s, 2H) 6.77 (dd, J=6.26, 3.13 Hz, 1H) 6.83-6.91 (m, 3H) 6.99-7.10 (m,...